Dataset: the Open Reaction Database (ORD), a public repository of structured organic reaction records. Task: describe an organic reaction: reactants, conditions, products, and yield Reactants: BrC=1C(=CC2=C(C1)C=1N=C(SC1C(CO2)(C)F)C(=O)OCC)F (Ethyl 9-bromo-4,8-difluoro-4-methyl-5H-[1]benzoxepino[5,4-d]thiazole-2-carboxylate), C(#C)[C@]1(C(N(CC1)C)=O)O ((3R)-3-ethynyl-3-hydroxy-1-methyl-pyrrolidin-2-one). Product: FC1(COC2=C(C=C(C(=C2)F)C#C[C@]2(C(N(CC2)C)=O)O)C=2N=C(SC21)C(=O)OCC)C (ethyl 4,8-difluoro-9-[2-[(3R)-3-hydroxy-1-methyl-2-oxo-pyrrolidin-3-yl]ethynyl]-4-methyl-5H-[1]benzoxepino[5,4-d]thiazole-2-carboxylate). Reaction SMILES: Br[C:2]1[C:3]([F:23])=[CH:4][C:5]2[O:15][CH2:14][C:13]([F:17])([CH3:16])[C:12]3[S:11][C:10]([C:18]([O:20][CH2:21][CH3:22])=[O:19])=[N:9][C:8]=3[C:6]=2[CH:7]=1.[C:24]([C@:26]1([OH:33])[CH2:30][CH2:29][N:28]([CH3:31])[C:27]1=[O:32])#[CH:25]>>[F:17][C:13]1([CH3:16])[C:12]2[S:11][C:10]([C:18]([O:20][CH2:21][CH3:22])=[O:19])=[N:9][C:8]=2[C:6]2[CH:7]=[C:2]([C:25]#[C:24][C@:26]3([OH:33])[CH2:30][CH2:29][N:28]([CH3:31])[C:27]3=[O:32])[C:3]([F:23])=[CH:4][C:5]=2[O:15][CH2:14]1. Procedure details: Ethyl 9-bromo-8-fluoro-4-hydroxy-4-methyl-5H-[1]benzoxepino[5,4-d]thiazole-2-carboxylate (170 mg) was reacted similarly to as described in General Procedure P with non-critical modifications to afford 130 mg (76%) of ethyl 9-bromo-4,8-difluoro-4-methyl-5H-[1]benzoxepino[5,4-d]thiazole-2-carboxylate. Ethyl 9-bromo-4,8-difluoro-4-methyl-5H-[1]benzoxepino[5,4-d]thiazole-2-carboxylate (122 mg) was reacted with (3R)-3-ethynyl-3-hydroxy-1-methyl-pyrrolidin-2-one similarly to as described in General Pr...